Dataset: the Open Reaction Database (ORD), a public repository of structured organic reaction records. Task: describe an organic reaction: reactants, conditions, products, and yield The reactants are oil, [H-].[Na+] (sodium hydride), resultant mixture, CO (methanol), CC(CC(=O)C1=C(C=C(C=C1C)O)O)C ((2,4-dihydroxy-6-methylphenyl) (2-methylpropyl) ketone), CO (methanol), ClCC=C(C)C (1-chloro-3-methyl-2-butene). The solvent is petroleum ether, CCOCC (ether), CCCCCC (hexane). Yields the product CC(CC(=O)C1=C(C=C(C=C1C)OCC=C(C)C)O)C ({2-hydroxy-6-methyl-4-(3-methyl-2-butenyloxy)phenyl} (2-methylpropyl) ketone), 2,4-dihydroxy-6-methyl-3-(3-methyl-2-butenyl) phenyl. Yield: 7.8%. RXN SMILES: [H-].[Na+].CO.[CH3:5][CH:6]([CH3:19])[CH2:7][C:8]([C:10]1[C:15]([CH3:16])=[CH:14][C:13]([OH:17])=[CH:12][C:11]=1[OH:18])=[O:9].Cl[CH2:21][CH:22]=[C:23]([CH3:25])[CH3:24]>CCCCCC.CCOCC>[CH3:5][CH:6]([CH3:19])[CH2:7][C:8]([C:10]1[C:15]([CH3:16])=[CH:14][C:13]([O:17][CH2:21][CH:22]=[C:23]([CH3:25])[CH3:24])=[CH:12][C:11]=1[OH:18])=[O:9] |f:0.1|. Procedure details: Under an atmosphere of nitrogen, 300 mg (7.50 mmol, 1.50 equivalents) of an oil dispersion of 60% sodium hydride was washed with petroleum ether to remove paraffin and then combined with 7.5 ml of dry methanol. Then, a methanol (5.0 ml) solution of 1.04 g (5.00 mmol) of (2,4-dihydroxy-6-methylphenyl) (2-methylpropyl) ketone (47) was added cooling with ice and stirred. Further, a methanol (5.0 ml) solution of 784 mg (7.50 mmol, 1.50 equivalents) of 1-chloro-3-methyl-2-butene was slowly added drop... Reactants: ClCCl, CN(C)S(=O)(=O)c1c(S(=O)(=O)NC(C)(C)C)ccn1C, O=C(O)C(F)(F)F. Yields the product CN(C)S(=O)(=O)c1c(S(N)(=O)=O)ccn1C. Reaction SMILES: [CH2:28]([Cl:29])[Cl:30].[CH3:1][C:2]([CH3:3])([CH3:4])[NH:5][S:6](=[O:7])(=[O:8])[c:9]1[c:10]([S:15](=[O:16])(=[O:17])[N:18]([CH3:19])[CH3:20])[n:11]([CH3:14])[cH:12][cH:13]1.[F:21][C:22]([F:23])([F:24])[C:25]([OH:26])=[O:27]>>[NH2:5][S:6](=[O:7])(=[O:8])[c:9]1[c:10]([S:15](=[O:16])(=[O:17])[N:18]([CH3:19])[CH3:20])[n:11]([CH3:14])[cH:12][cH:13]1. The reactants are CC=1C=C(C=O)C=CC1N(CC)CC (3-methyl-4-(N,N-diethylamino)benzaldehyde), [N+](=O)([O-])C (nitromethane), C(C)(=O)[O-].[NH4+] (ammonium acetate). Reaction conditions: temperature 100 celsius. The product is C(C)N(CC)C1=C(C=C(C=C[N+](=O)[O-])C=C1)C (4-(N,N-diethyl)amino-β-nitro-3-methylstyrene). Yield: 45.0%. Reaction SMILES: [CH3:1][C:2]1[CH:3]=[C:4]([CH:7]=[CH:8][C:9]=1[N:10]([CH2:13][CH3:14])[CH2:11][CH3:12])[CH:5]=O.C([O-])(=O)C.[NH4+].[N+:20]([CH3:23])([O-:22])=[O:21]>>[CH2:11]([N:10]([C:9]1[CH:8]=[CH:7][C:4]([CH:5]=[CH:23][N+:20]([O-:22])=[O:21])=[CH:3][C:2]=1[CH3:1])[CH2:13][CH3:14])[CH3:12] |f:1.2|. Reported procedure: A solution was prepared by dissolving 30 grams (0.16 mol) of 3-methyl-4-(N,N-diethylamino)benzaldehyde in 150 ml of nitromethane, and added with 5 grams of ammonium acetate. The mixture was heated at 100° C. for 5 hours under agitation. The reaction solution was then cooled on a dry ice-acetone bath until crystallization had been completed. The separated solid (crystal) was filtered off and dried in vacuum. The obtained product was recrystallized from acetonitrile for two times. An amount of 17 ... The reactants are BrBr (bromine), CC=1SC(=C(N1)C)C(C)=O (2,4-dimethyl-5-acetyl-thiazole). Solvent: C(C)(=O)O (acetic acid), C(C)(=O)O (acetic acid). Run at time 1 hour. The product is CC=1SC(=C(N1)C)C(CBr)=O (2,4-Dimethyl-5-bromoacetyl-thiazole). As a reaction SMILES: [Br:1]Br.[CH3:3][C:4]1[S:5][C:6]([C:10](=[O:12])[CH3:11])=[C:7]([CH3:9])[N:8]=1>C(O)(=O)C>[CH3:3][C:4]1[S:5][C:6]([C:10](=[O:12])[CH2:11][Br:1])=[C:7]([CH3:9])[N:8]=1. Reported procedure: A solution of 20.8 g (0.13 mol) of bromine in 50 ml of glacial acetic acid is slowly added dropwise to a solution of 20.2 g (0.13 mol) of 2,4-dimethyl-5-acetyl-thiazole in glacial acetic acid, heated to reflux. After 1 hour, the mixture is evaporated to dryness, the residue is dissolved in water, and the solution is neutralised with sodium carbonate solution. The mixture is then extracted several times with methylene chloride, and the organic phase is dried and concentrated. The oil which was ob... Reactants: C(C(C)C)C1=CC=C(C=C1)C(C(=O)O)C (2-(4-isobutylphenyl)propionic acid), P(Cl)(Cl)(Cl)(Cl)Cl (phosphorus pentachloride). Solvent: C(C)OCC (diethyl ether). Product: C(C(C)C)C1=CC=C(C=C1)C(C(=O)Cl)C (2-(4-isobutylphenyl)propionyl chloride). Isolated yield 98.9%. As a reaction SMILES: [CH2:1]([C:5]1[CH:10]=[CH:9][C:8]([CH:11]([CH3:15])[C:12](O)=[O:13])=[CH:7][CH:6]=1)[CH:2]([CH3:4])[CH3:3].P(Cl)(Cl)(Cl)(Cl)[Cl:17]>C(OCC)C>[CH2:1]([C:5]1[CH:10]=[CH:9][C:8]([CH:11]([CH3:15])[C:12]([Cl:17])=[O:13])=[CH:7][CH:6]=1)[CH:2]([CH3:4])[CH3:3]. Procedure: 4.66 g of 2-(4-isobutylphenyl)propionic acid is agitated in 150 ml of diethyl ether with 5.04 g of phosphorus pentachloride for one hour at 20° C. The mixture is then concentrated under vacuum, thus obtaining 5.02 g of 2-(4-isobutylphenyl)propionyl chloride. This compound is reacted with trimethyl phosphite as described in Example 2, thus producing the dimethyl ester of 2-(4-isobutylphenyl)propionylphosphonic acid. The dimethyl ester is reacted with dimethyl phosphite under the conditions descri... Starting materials: OC1=C(C=C(C=C1C(C)(C)CC)C(C)(C)CC)N=NC1=C(C=CC=C1)[N+](=O)[O-] (2'-hydroxy-3',5'-di-tert-amyl-2-nitroazobenzene), OC1=C(C=C(C=C1)C)N=NC1=C(C=CC=C1)[N+](=O)[O-] (2'-hydroxy-5'-methyl-2-nitroazobenzene), [OH-].[Na+] (sodium hydroxide), [N+](=O)([O-])C1=C(C=CC=C1)N=NC1=CC=CC=C1 (o-nitroazobenzene). Product: OC1=C(C=C(C=C1)C)N1N=C2C(=N1)C=CC=C2 (2-(2-hydroxy-5-methylphenyl)-2H-benzotriazole). Reaction SMILES: [OH:1][C:2]1[C:7](C(CC)(C)C)=[CH:6][C:5]([C:13](CC)(C)C)=[CH:4][C:3]=1[N:18]=[N:19][C:20]1[CH:25]=[CH:24][CH:23]=[CH:22][C:21]=1[N+:26]([O-])=O.OC1C=CC(C)=CC=1N=NC1C=CC=CC=1[N+]([O-])=O.[OH-].[Na+].[N+](C1C=CC=CC=1N=NC1C=CC=CC=1)([O-])=O>>[OH:1][C:2]1[CH:7]=[CH:6][C:5]([CH3:13])=[CH:4][C:3]=1[N:18]1[N:19]=[C:20]2[CH:25]=[CH:24][CH:23]=[CH:22][C:21]2=[N:26]1 |f:2.3|. Procedure: When in Example 1, the 2'-hydroxy-3',5'-di-tert-amyl-2-nitroazobenzene was replaced by an equivalent amount of 2'-hydroxy-5'-methyl-2-nitroazobenzene and the mole ratio of sodium hydroxide to o-nitroazobenzene intermediate was increased from 0.42/1 to 1.26/1, the reaction went rapidly to yield the product 2-(2-hydroxy-5-methylphenyl)-2H-benzotriazole. Reported procedure: A solution of 4-[2-(2-benzyloxyphenyl)ethenyl]-benzenecarbonyl chloride (0.98 g) in dichloromethane (5 ml) was added dropwise to a solution of 2-aminoethanol (0.51 ml) in dichloromethane (15 ml) maintained at 0° C. The reaction mixture was allowed to warm to ambient temperature and was stirred for 16 hours. The reaction mixture was washed with water (20 ml) and saturated aqueous sodium bicarbonate (20 ml) and dried. Evaporation of the solvent left a solid residue which was crystallised twice fro... Yields the product C(C1=CC=CC=C1)OC1=C(C=CC=C1)/C=C/C1=CC=C(C=C1)C(=O)NCCO ((E)-4-[2-(2-benzyloxyphenyl)ethenyl]-N-(2-hydroxyethyl)benzenecarboxamide). Conditions: temperature 0 celsius, time 16 hour. Reaction SMILES: [CH2:1]([O:8][C:9]1[CH:14]=[CH:13][CH:12]=[CH:11][C:10]=1[CH:15]=[CH:16][C:17]1[CH:22]=[CH:21][C:20]([C:23](Cl)=[O:24])=[CH:19][CH:18]=1)[C:2]1[CH:7]=[CH:6][CH:5]=[CH:4][CH:3]=1.[NH2:26][CH2:27][CH2:28][OH:29]>ClCCl>[CH2:1]([O:8][C:9]1[CH:14]=[CH:13][CH:12]=[CH:11][C:10]=1/[CH:15]=[CH:16]/[C:17]1[CH:22]=[CH:21][C:20]([C:23]([NH:26][CH2:27][CH2:28][OH:29])=[O:24])=[CH:19][CH:18]=1)[C:2]1[CH:7]=[CH:6][CH:5]=[CH:4][CH:3]=1. The reactants are C(C1=CC=CC=C1)OC1=C(C=CC=C1)C=CC1=CC=C(C=C1)C(=O)Cl (4-[2-(2-benzyloxyphenyl)ethenyl]-benzenecarbonyl chloride), NCCO (2-aminoethanol). Isolated yield 19.0%. Solvent: ClCCl (dichloromethane), ClCCl (dichloromethane).